From a dataset of the Open Reaction Database (ORD), a public repository of structured organic reaction records. describe an organic reaction: reactants, conditions, products, and yield Starting materials: Cc1noc(-c2ccc(Br)cc2)c1C(O)C(F)(F)C=Cc1ccccc1, CC1(C)OB(c2ccc(C3(C(=O)NS(C)(=O)=O)CC3)cc2)OC1(C)C. The product is Cc1noc(-c2ccc(-c3ccc(C4(C(=O)NS(C)(=O)=O)CC4)cc3)cc2)c1C(O)C(F)(F)C=Cc1ccccc1. As a reaction SMILES: [Br:1][c:2]1[cH:3][cH:4][c:5](-[c:8]2[c:9]([CH:14]([C:15]([CH:16]=[CH:17][c:18]3[cH:19][cH:20][cH:21][cH:22][cH:23]3)([F:24])[F:25])[OH:26])[c:10]([CH3:13])[n:11][o:12]2)[cH:6][cH:7]1.[CH3:27][C:28]1([CH3:29])[C:30]([CH3:31])([CH3:32])[O:33][B:34]([c:35]2[cH:36][cH:37][c:38]([C:41]3([C:44](=[O:45])[NH:46][S:47](=[O:48])(=[O:49])[CH3:50])[CH2:42][CH2:43]3)[cH:39][cH:40]2)[O:51]1>>[c:2]1(-[c:35]2[cH:36][cH:37][c:38]([C:41]3([C:44](=[O:45])[NH:46][S:47](=[O:48])(=[O:49])[CH3:50])[CH2:42][CH2:43]3)[cH:39][cH:40]2)[cH:3][cH:4][c:5](-[c:8]2[c:9]([CH:14]([C:15]([CH:16]=[CH:17][c:18]3[cH:19][cH:20][cH:21][cH:22][cH:23]3)([F:24])[F:25])[OH:26])[c:10]([CH3:13])[n:11][o:12]2)[cH:6][cH:7]1. The reactants are CC(C)(C)[Si](C)(C)OC1(CC=O)CCC1, C1CCOC1, CC1(C)CCCC(C)(C)N1, CC(C)(C)Cc1ccc(F)nc1, [Li]CCCC, O. Yields the product CC(C)(C)Cc1cnc(F)c(C(O)CC2(O[Si](C)(C)C(C)(C)C)CCC2)c1. Reaction SMILES: [C:28]([CH3:29])([CH3:30])([CH3:31])[Si:32]([O:33][C:34]1([CH2:38][CH:39]=[O:40])[CH2:35][CH2:36][CH2:37]1)([CH3:41])[CH3:42].[CH2:43]1[O:44][CH2:45][CH2:46][CH2:47]1.[CH3:1][C:2]1([CH3:3])[CH2:4][CH2:5][CH2:6][C:7]([CH3:8])([CH3:9])[NH:10]1.[F:16][c:17]1[n:18][cH:19][c:20]([CH2:23][C:24]([CH3:25])([CH3:26])[CH3:27])[cH:21][cH:22]1.[Li:11][CH2:12][CH2:13][CH2:14][CH3:15].[OH2:48]>>[F:16][c:17]1[n:18][cH:19][c:20]([CH2:23][C:24]([CH3:25])([CH3:26])[CH3:27])[cH:21][c:22]1[CH:39]([CH2:38][C:34]1([O:33][Si:32]([C:28]([CH3:29])([CH3:30])[CH3:31])([CH3:41])[CH3:42])[CH2:35][CH2:36][CH2:37]1)[OH:40]. Starting materials: CO, NC(=O)c1ccc(-c2ccccc2F)c2c1[nH]c1cc(C=O)ccc12, [Na+], [OH-], OO, O=S(=O)(O)O. The product is NC(=O)c1ccc(-c2ccccc2F)c2c1[nH]c1cc(O)ccc12. RXN SMILES: [CH3:35][OH:36].[F:1][c:2]1[c:3](-[c:8]2[cH:9][cH:10][c:11]([C:23](=[O:24])[NH2:25])[c:12]3[nH:13][c:14]4[cH:15][c:16]([CH:21]=[O:22])[cH:17][cH:18][c:19]4[c:20]23)[cH:4][cH:5][cH:6][cH:7]1.[Na+:34].[OH-:33].[OH:26][OH:27].[S:28]([OH:29])(=[O:30])(=[O:31])[OH:32]>>[F:1][c:2]1[c:3](-[c:8]2[cH:9][cH:10][c:11]([C:23](=[O:24])[NH2:25])[c:12]3[nH:13][c:14]4[cH:15][c:16]([OH:29])[cH:17][cH:18][c:19]4[c:20]23)[cH:4][cH:5][cH:6][cH:7]1. Starting materials: FC(S(=O)(=O)O)(F)F (trifluoromethanesulfonic acid), C(CCCCCCCCC)C1=CC=C(C=C1)C1=CC=C(C=C1)O (4-(4-decylphenyl)phenol), ice water. Solvent: N1=CC=CC=C1 (pyridine). Product: O(S(=O)(=O)C(F)(F)F)C1=CC=C(C=C1)C1=CC=C(C=C1)CCCCCCCCCC (4-(4-decylphenyl)phenyl triflate). Isolated yield 98.9%. RXN SMILES: [CH2:1]([C:11]1[CH:16]=[CH:15][C:14]([C:17]2[CH:22]=[CH:21][C:20]([OH:23])=[CH:19][CH:18]=2)=[CH:13][CH:12]=1)[CH2:2][CH2:3][CH2:4][CH2:5][CH2:6][CH2:7][CH2:8][CH2:9][CH3:10].[F:24][C:25]([F:31])([F:30])[S:26](O)(=[O:28])=[O:27]>N1C=CC=CC=1>[O:23]([C:20]1[CH:21]=[CH:22][C:17]([C:14]2[CH:13]=[CH:12][C:11]([CH2:1][CH2:2][CH2:3][CH2:4][CH2:5][CH2:6][CH2:7][CH2:8][CH2:9][CH3:10])=[CH:16][CH:15]=2)=[CH:18][CH:19]=1)[S:26]([C:25]([F:31])([F:30])[F:24])(=[O:28])=[O:27]. Procedure: 1.00 g (3.22 mM) of 4-(4-decylphenyl)phenol, 1.6 ml of pyridine were mixed and stirred on a common salt-ice bath. To the mixture, 0.60 ml (3.57 mM) of anhydrous trifluoromethanesulfonic acid was added dropwise and stirred for 18 minutes, followed by further stirring for 70 minutes at room temperature. After the reaction, the reaction mixture was poured into ice water, followed by extraction with isopropyl ether. The isopropyl ether layer was successively washed with a common salt aqueous solutio... Reactants: CC(C)=O, COc1cc(Nc2n[nH]c(C(CCCCCl)c3ccc(OCC(F)(F)F)cc3)n2)ccc1-n1cnc(Cl)c1, [I-], [Na+]. Yields the product COc1cc(Nc2nc3n(n2)CCCCC3c2ccc(OCC(F)(F)F)cc2)ccc1-n1cnc(Cl)c1. RXN SMILES: [CH3:41][C:42](=[O:43])[CH3:44].[Cl:1][CH2:2][CH2:3][CH2:4][CH2:5][CH:6]([c:7]1[cH:8][cH:9][c:10]([O:13][CH2:14][C:15]([F:16])([F:17])[F:18])[cH:11][cH:12]1)[c:19]1[n:20][c:21]([NH:24][c:25]2[cH:26][c:27]([O:37][CH3:38])[c:28](-[n:31]3[cH:32][n:33][c:34]([Cl:36])[cH:35]3)[cH:29][cH:30]2)[n:22][nH:23]1.[I-:40].[Na+:39]>>[CH2:2]1[CH2:3][CH2:4][CH2:5][CH:6]([c:7]2[cH:8][cH:9][c:10]([O:13][CH2:14][C:15]([F:16])([F:17])[F:18])[cH:11][cH:12]2)[c:19]2[n:20][c:21]([NH:24][c:25]3[cH:26][c:27]([O:37][CH3:38])[c:28](-[n:31]4[cH:32][n:33][c:34]([Cl:36])[cH:35]4)[cH:29][cH:30]3)[n:22][n:23]21.